The task is: describe an organic reaction: reactants, conditions, products, and yield. This data is from the Open Reaction Database (ORD), a public repository of structured organic reaction records. Reactants: C=Cc1cnc(N(C(=O)OC(C)(C)C)C(=O)OC(C)(C)C)c(-c2nnc(-c3ccc(CN(C)C(=O)OC(C)(C)C)cc3)o2)n1, Cc1ccccc1, CCOC(=O)C=[N+]=[N-]. Product: CCOC(=O)C1CC1c1cnc(N(C(=O)OC(C)(C)C)C(=O)OC(C)(C)C)c(-c2nnc(-c3ccc(CN(C)C(=O)OC(C)(C)C)cc3)o2)n1. As a reaction SMILES: [C:1]([CH3:2])([CH3:3])([CH3:4])[O:5][C:6](=[O:7])[N:8]([c:9]1[c:10](-[c:17]2[n:18][n:19][c:20](-[c:22]3[cH:23][cH:24][c:25]([CH2:28][N:29]([C:30]([O:31][C:32]([CH3:33])([CH3:34])[CH3:35])=[O:36])[CH3:37])[cH:26][cH:27]3)[o:21]2)[n:11][c:12]([CH:15]=[CH2:16])[cH:13][n:14]1)[C:38](=[O:39])[O:40][C:41]([CH3:42])([CH3:43])[CH3:44].[CH3:53][c:54]1[cH:55][cH:56][cH:57][cH:58][cH:59]1.[N+:45](=[N-:46])=[CH:47][C:48](=[O:49])[O:50][CH2:51][CH3:52]>>[C:1]([CH3:2])([CH3:3])([CH3:4])[O:5][C:6](=[O:7])[N:8]([c:9]1[c:10](-[c:17]2[n:18][n:19][c:20](-[c:22]3[cH:23][cH:24][c:25]([CH2:28][N:29]([C:30]([O:31][C:32]([CH3:33])([CH3:34])[CH3:35])=[O:36])[CH3:37])[cH:26][cH:27]3)[o:21]2)[n:11][c:12]([CH:15]2[CH2:16][CH:47]2[C:48](=[O:49])[O:50][CH2:51][CH3:52])[cH:13][n:14]1)[C:38](=[O:39])[O:40][C:41]([CH3:42])([CH3:43])[CH3:44]. The reactants are NC=1C=2N(C=CN1)C(=NC2C2=CC(=C(C(=O)NC1=NC=CC=C1)C=C2)OC)[C@H]2NCCC2 ((S)-4-(8-amino-3-(pyrrolidin-2-yl)imidazo[1,5-a]pyrazin-1-yl)-2-methoxy-N-(pyridin-2-yl)benzamide), NC=1C=2N(C=CN1)C(=NC2C2=CC(=C(C(=O)NC1=NC=CC=C1)C=C2)OC)[C@H]2NCCC2 ((S)-4-(8-amino-3-(pyrrolidin-2-yl)imidazo[1,5-a]pyrazin-1-yl)-2-methoxy-N-(pyridin-2-yl)benzamide), C(C=C)(=O)Cl (acryloylchloride). Yields the product C(C=C)(=O)N1[C@@H](CCC1)C1=NC(=C2N1C=CN=C2N)C2=CC(=C(C(=O)NC1=NC=CC=C1)C=C2)OC ((S)-4-(3-(1-Acryloylpyrrolidin-2-yl)-8-aminoimidazo[1,5-a]pyrazin-1-yl)-2-methoxy-N-(pyridin-2-yl)benzamide). The yield is 35.5%. As a reaction SMILES: [NH2:1][C:2]1[C:3]2[N:4]([C:8]([C@@H:28]3[CH2:32][CH2:31][CH2:30][NH:29]3)=[N:9][C:10]=2[C:11]2[CH:25]=[CH:24][C:14]([C:15]([NH:17][C:18]3[CH:23]=[CH:22][CH:21]=[CH:20][N:19]=3)=[O:16])=[C:13]([O:26][CH3:27])[CH:12]=2)[CH:5]=[CH:6][N:7]=1.[C:33](Cl)(=[O:36])[CH:34]=[CH2:35]>>[C:33]([N:29]1[CH2:30][CH2:31][CH2:32][C@H:28]1[C:8]1[N:4]2[CH:5]=[CH:6][N:7]=[C:2]([NH2:1])[C:3]2=[C:10]([C:11]2[CH:25]=[CH:24][C:14]([C:15]([NH:17][C:18]3[CH:23]=[CH:22][CH:21]=[CH:20][N:19]=3)=[O:16])=[C:13]([O:26][CH3:27])[CH:12]=2)[N:9]=1)(=[O:36])[CH:34]=[CH2:35]. Procedure details: This compound was prepared, in an analogous manner as described in Example 1, from (S)-4-(8-amino-3-(pyrrolidin-2-yl)imidazo[1,5-a]pyrazin-1-yl)-2-methoxy-N-(pyridin-2-yl)benzamide (intermediate 19) and acryloylchloride, to afford the title compound (14 mg, 35.5%). Data: UPLC (C) Rt: 1.74 min; m/z 484.3 (M+H)+. The reactants are ICC (iodoethane), Ice water, ice, CC1=NN(C=2NC3=CC=CC=C3C(C21)=O)C2=NC=CC=C2 (3-methyl-1-(2-pyridinyl)-1,9-dihydro-4H-pyrazolo[3,4-b]quinolin-4-one), [H-].[Na+] (sodium hydride). The solvent is CN(C=O)C (N,N-dimethylformamide). Run at time 1 hour. Product: C(C)OC1=C2C(=NC3=CC=CC=C13)N(N=C2C)C2=NC=CC=C2 (4-Ethoxy-3-methyl-1-(2-pyridinyl)-1H-pyrazolo[3,4-b]quinoline). Isolated yield 33.5%. Reaction SMILES: [CH3:1][C:2]1[C:14]2[C:13](=[O:15])[C:12]3[C:7](=[CH:8][CH:9]=[CH:10][CH:11]=3)[NH:6][C:5]=2[N:4]([C:16]2[CH:21]=[CH:20][CH:19]=[CH:18][N:17]=2)[N:3]=1.[H-].[Na+].I[CH2:25][CH3:26]>CN(C)C=O>[CH2:25]([O:15][C:13]1[C:12]2[C:7](=[CH:8][CH:9]=[CH:10][CH:11]=2)[N:6]=[C:5]2[N:4]([C:16]3[CH:21]=[CH:20][CH:19]=[CH:18][N:17]=3)[N:3]=[C:2]([CH3:1])[C:14]=12)[CH3:26] |f:1.2|. Reported procedure: To an ice-cold solution of 3-methyl-1-(2-pyridinyl)-1,9-dihydro-4H-pyrazolo[3,4-b]quinolin-4-one (2.76 g, 10 mmol) in N,N-dimethylformamide (30 mL) was added sodium hydride (oiliness, content 60%, 0.48 g, 12 mmol), and the mixture was stirred at room temperature for 1 hour. Subsequently, iodoethane (1.96 mL, 24.5 mmol) was added to the mixture and the mixture was stirred at room temperature further for 16 hours. Ice water was added to the mixture, and the organic matter was extracted with ethyl ... The reactants are CS(=O)(=O)Cl, ClCCl, COC(=O)c1cc(N)c(F)cc1Cl, c1ccncc1. Product: COC(=O)c1cc(NS(C)(=O)=O)c(F)cc1Cl. RXN SMILES: [CH3:20][S:21]([Cl:22])(=[O:23])=[O:24].[Cl:25][CH2:26][Cl:27].[NH2:1][c:2]1[c:3]([F:13])[cH:4][c:5]([Cl:12])[c:6]([C:7](=[O:8])[O:9][CH3:10])[cH:11]1.[cH:14]1[cH:15][cH:16][n:17][cH:18][cH:19]1>>[NH:1]([c:2]1[c:3]([F:13])[cH:4][c:5]([Cl:12])[c:6]([C:7](=[O:8])[O:9][CH3:10])[cH:11]1)[S:21]([CH3:20])(=[O:23])=[O:24]. Reactants: C1CNC(=O)N1 (ethylene urea), C(C)N(C(=O)Cl)CC (N,N-diethylcarbamyl chloride). Solvent: CC(=O)C (acetone). Yields the product C(C)N(C(=O)N1C(NCC1)=O)CC (1-(N,N-diethylcarbamoyl)-2-oxo-tetrahydroimidazole). RXN SMILES: [CH2:1]1[NH:6][C:4](=[O:5])[NH:3][CH2:2]1.[CH2:7]([N:9]([CH2:13][CH3:14])[C:10](Cl)=[O:11])[CH3:8]>CC(C)=O>[CH2:7]([N:9]([CH2:13][CH3:14])[C:10]([N:3]1[CH2:2][CH2:1][NH:6][C:4]1=[O:5])=[O:11])[CH3:8]. Reported procedure: A mixture of 34,4 g ethylene urea and 54,2 g N,N-diethylcarbamyl chloride is heated under nitrogen at 110° for 3 hrs. The reaction mixture is cooled and diluted with 200 ml acetone. It is filtered and the filtrate evaporated off to dryness. The oily product is chromatographed on a column of 450 g of silica gel. The fraction which eluted from 3% methanol in chloroform yields 1-(N,N-diethylcarbamoyl)-2-oxo-tetrahydroimidazole as a colourless oil. The reactants are C(CCCCCC=C)C1=CC=CC=C1 (oct-7-en-1-ylbenzene), BrC1=CC=C(C=C1)[N+](=O)[O-] (1-bromo-4-nitrobenzene). Yields the product [N+](=O)([O-])C1=CC=C(C=C1)CCCCCCCCC1=CC=CC=C1 (1-nitro-4-(8-phenyloctyl)benzene). Yield: 64.4%. RXN SMILES: [CH2:1]([C:9]1[CH:14]=[CH:13][CH:12]=[CH:11][CH:10]=1)[CH2:2][CH2:3][CH2:4][CH2:5][CH2:6][CH:7]=[CH2:8].Br[C:16]1[CH:21]=[CH:20][C:19]([N+:22]([O-:24])=[O:23])=[CH:18][CH:17]=1>>[N+:22]([C:19]1[CH:20]=[CH:21][C:16]([CH2:8][CH2:7][CH2:6][CH2:5][CH2:4][CH2:3][CH2:2][CH2:1][C:9]2[CH:14]=[CH:13][CH:12]=[CH:11][CH:10]=2)=[CH:17][CH:18]=1)([O-:24])=[O:23]. Procedure details: General procedure M was used to convert 5.31 mmol of 15a and 5.84 mmol of 1-bromo-4-nitrobenzene to 3.42 mmol (71%) of the title compound. The reactants are BrB(Br)Br, ClCCl, COc1ccc(F)c(C#N)c1F, O. Yields the product N#Cc1c(F)ccc(O)c1F. As a reaction SMILES: [B:13]([Br:14])([Br:15])[Br:16].[Cl:18][CH2:19][Cl:20].[F:1][c:2]1[c:3]([C:11]#[N:12])[c:4]([F:10])[cH:5][cH:6][c:7]1[O:8][CH3:9].[OH2:17]>>[F:1][c:2]1[c:3]([C:11]#[N:12])[c:4]([F:10])[cH:5][cH:6][c:7]1[OH:8].